From a dataset of the Open Reaction Database (ORD), a public repository of structured organic reaction records. describe an organic reaction: reactants, conditions, products, and yield Starting materials: IC=1C=C(C=CC1)O (3-iodophenol), C(C1=CC=CC=C1)(=O)NC1=C(C(=O)OC(C)(C)C)C=CC(=C1)C=C (tert-butyl 2-(benzamido)-4-vinylbenzoate), bis(acetato)triphenylphosphine palladium(II), C(CC(O)(C(=O)O)CC(=O)O)(=O)O (citric acid), bis(acetato)triphenylphosphine palladium(II), C([O-])([O-])=O.[Cs+].[Cs+] (cesium carbonate), polymer, polymer. Reagents/catalysts: [Br-].C(CCC)[N+](CCCC)(CCCC)CCCC (tetrabutylammonium bromide). Run in C1(=CC=CC=C1)C (toluene), C(C)(=O)OCC (ethyl acetate). Conditions: temperature 110 celsius, time 24 hour. Yields the product C(C1=CC=CC=C1)(=O)NC1=C(C(=O)O)C=CC(=C1)\C=C\C1=CC(=CC=C1)O (2-(benzamido)-4-((E)-2-(3-hydroxyphenyl)vinyl)benzoic acid). Yield: 56.2%. RXN SMILES: I[C:2]1[CH:3]=[C:4]([OH:8])[CH:5]=[CH:6][CH:7]=1.C(=O)([O-])[O-].[Cs+].[Cs+].[C:15]([NH:23][C:24]1[CH:36]=[C:35]([CH:37]=[CH2:38])[CH:34]=[CH:33][C:25]=1[C:26]([O:28]C(C)(C)C)=[O:27])(=[O:22])[C:16]1[CH:21]=[CH:20][CH:19]=[CH:18][CH:17]=1.C(O)(=O)CC(CC(O)=O)(C(O)=O)O>[Br-].C([N+](CCCC)(CCCC)CCCC)CCC.C(OCC)(=O)C.C1(C)C=CC=CC=1>[C:15]([NH:23][C:24]1[CH:36]=[C:35](/[CH:37]=[CH:38]/[C:2]2[CH:7]=[CH:6][CH:5]=[C:4]([OH:8])[CH:3]=2)[CH:34]=[CH:33][C:25]=1[C:26]([OH:28])=[O:27])(=[O:22])[C:16]1[CH:17]=[CH:18][CH:19]=[CH:20][CH:21]=1 |f:1.2.3,6.7|. Procedure details: 54 mg of 3-iodophenol, 81 mg of cesium carbonate, 12 mg of tetrabutylammonium bromide and 19 mg of polymer supported bis(acetato)triphenylphosphine palladium(II) were added to 1.0 mL of toluene solution containing 40 mg of tert-butyl 2-(benzamido)-4-vinylbenzoate at room temperature and stirred at 110° C. for 24 hours. After the reaction mixture was cooled to room, temperature, 19 mg of polymer supported bis(acetato)triphenylphosphine palladium(II) was added and stirred at 110° C. for 24 hours. ...